describe an organic reaction: reactants, conditions, products, and yield From a dataset of the Open Reaction Database (ORD), a public repository of structured organic reaction records. Reactants: CCCCNc1cc(C(=O)OC)cc(S(N)(=O)=O)c1Oc1ccccc1, [Na+], [OH-]. Yields the product CCCCNc1cc(C(=O)O)cc(S(N)(=O)=O)c1Oc1ccccc1. As a reaction SMILES: [CH2:1]([CH2:2][CH2:3][CH3:4])[NH:5][c:6]1[cH:7][c:8]([C:9](=[O:10])[O:11][CH3:12])[cH:13][c:14]([S:23]([NH2:24])(=[O:25])=[O:26])[c:15]1[O:16][c:17]1[cH:18][cH:19][cH:20][cH:21][cH:22]1.[Na+:28].[OH-:27]>>[CH2:1]([CH2:2][CH2:3][CH3:4])[NH:5][c:6]1[cH:7][c:8]([C:9](=[O:10])[OH:11])[cH:13][c:14]([S:23]([NH2:24])(=[O:25])=[O:26])[c:15]1[O:16][c:17]1[cH:18][cH:19][cH:20][cH:21][cH:22]1. Starting materials: NC1=NC(=CC=C1C#N)C(OC)OC (2-Amino-3-cyano-6-dimethoxymethylpyridine), C(C)=O (acetaldehyde), C(C)(=O)O[BH-](OC(C)=O)OC(C)=O.[Na+] (sodium triacetoxyborohydride). The solvent is C(C)(=O)O (acetic acid). Run at time 2.5 hour. The product is C(#N)C=1C(=NC(=CC1)C(OC)OC)NCC (3-cyano-2-ethylamino-6-dimethoxymethylpyridine). Yield: 76.6%. As a reaction SMILES: [NH2:1][C:2]1[C:7]([C:8]#[N:9])=[CH:6][CH:5]=[C:4]([CH:10]([O:13][CH3:14])[O:11][CH3:12])[N:3]=1.[CH:15](=O)[CH3:16].C(O[BH-](OC(=O)C)OC(=O)C)(=O)C.[Na+]>C(O)(=O)C>[C:8]([C:7]1[C:2]([NH:1][CH2:15][CH3:16])=[N:3][C:4]([CH:10]([O:13][CH3:14])[O:11][CH3:12])=[CH:5][CH:6]=1)#[N:9] |f:2.3|. Procedure: 2-Amino-3-cyano-6-dimethoxymethylpyridine (39.6 g, 0.2 mol) and 12 ml (0.2 mol) of acetaldehyde were dissolved in 400 ml of acetic acid, and the resulting solution was mixed with 45.5 g (0.2 mol) of sodium triacetoxyborohydride and stirred for 2.5 hours at room temperature. The reaction solution was concentrated under a reduced pressure, diluted with chloroform and then washed with 1 N sodium hydroxide aqueous solution. The organic layer was dried over anhydrous magnesium sulfate, magnesium sulf... The reactants are C(C)(C)(C)OC(NC1=C(C=C(C(=C1)OCC)C(F)(F)F)N)=O ((2-amino-5-ethoxy-4-trifluoromethyl-phenyl)-carbamic acid tert-butyl ester), C(C)(C)(C)OC(CC(=O)C1=CC(=CC=C1)C1=CC(=NC=C1)C1CCCC1)=O (3-[3-(2-cyclopentyl-pyridin-4-yl)-phenyl]-3-oxo-propionic acid tert-butyl ester). Product: C(C)(C)(C)OC(NC1=C(C=C(C(=C1)OCC)C(F)(F)F)NC(CC(=O)C1=CC(=CC=C1)C1=CC(=NC=C1)C1CCCC1)=O)=O ((2-{3-[3-(2-Cyclopentyl-pyridin-4-yl)-phenyl]-3-oxo-propionylamino}-5-ethoxy-4-trifluoromethyl-phenyl)-carbamic acid tert-butyl ester), solid. The yield is 80.0%. As a reaction SMILES: [C:1]([O:5][C:6](=[O:22])[NH:7][C:8]1[CH:13]=[C:12]([O:14][CH2:15][CH3:16])[C:11]([C:17]([F:20])([F:19])[F:18])=[CH:10][C:9]=1[NH2:21])([CH3:4])([CH3:3])[CH3:2].C([O:27][C:28](=O)[CH2:29][C:30]([C:32]1[CH:37]=[CH:36][CH:35]=[C:34]([C:38]2[CH:43]=[CH:42][N:41]=[C:40]([CH:44]3[CH2:48][CH2:47][CH2:46][CH2:45]3)[CH:39]=2)[CH:33]=1)=[O:31])(C)(C)C>>[C:1]([O:5][C:6](=[O:22])[NH:7][C:8]1[CH:13]=[C:12]([O:14][CH2:15][CH3:16])[C:11]([C:17]([F:20])([F:19])[F:18])=[CH:10][C:9]=1[NH:21][C:28](=[O:27])[CH2:29][C:30]([C:32]1[CH:37]=[CH:36][CH:35]=[C:34]([C:38]2[CH:43]=[CH:42][N:41]=[C:40]([CH:44]3[CH2:45][CH2:46][CH2:47][CH2:48]3)[CH:39]=2)[CH:33]=1)=[O:31])([CH3:2])([CH3:3])[CH3:4]. Reported procedure: The title compound was prepared from (2-amino-5-ethoxy-4-trifluoromethyl-phenyl)-carbamic acid tert-butyl ester (Example J8) (240 mg, 0.75 mmol) and 3-[3-(2-cyclopentyl-pyridin-4-yl)-phenyl]-3-oxo-propionic acid tert-butyl ester (Example K61) (274 mg, 0.75 mmol) according to the general procedure M. Obtained as a light yellow solid (366 mg, 80%). Starting materials: N1(C=NC=C1)CC1=CC2=C(NC(=N2)C2=CC=C(C(=O)OCC)C=C2)C=C1 (ethyl 4-[5-(1H-imidazol-1-ylmethyl)-1H-benzimidazol-2-yl]benzoate), Cl (hydrochloric acid). Yields the product Cl.Cl.N1(C=NC=C1)CC1=CC2=C(NC(=N2)C2=CC=C(C(=O)O)C=C2)C=C1 (4-[5-(1H-imidazol-1-ylmethyl)-1H-benzimidazol-2-yl]benzoic acid dihydrochloride). Yield: 59.0%. Reaction SMILES: [N:1]1([CH2:6][C:7]2[CH:26]=[CH:25][C:10]3[NH:11][C:12]([C:14]4[CH:24]=[CH:23][C:17]([C:18]([O:20]CC)=[O:19])=[CH:16][CH:15]=4)=[N:13][C:9]=3[CH:8]=2)[CH:5]=[CH:4][N:3]=[CH:2]1.[ClH:27]>>[ClH:27].[ClH:27].[N:1]1([CH2:6][C:7]2[CH:26]=[CH:25][C:10]3[NH:11][C:12]([C:14]4[CH:24]=[CH:23][C:17]([C:18]([OH:20])=[O:19])=[CH:16][CH:15]=4)=[N:13][C:9]=3[CH:8]=2)[CH:5]=[CH:4][N:3]=[CH:2]1 |f:2.3.4|. Procedure: A mixture of 3 parts of ethyl 4-[5-(1H-imidazol-1-ylmethyl)-1H-benzimidazol-2-yl]benzoate and 50 parts of a hydrochloric acid solution 6N was stirred and refluxed for 12 hours. The reaction mixture was evaporated to dry. The residue was taken up in 2 parts of water and 2-propanone. The product was filtered off and dried, yielding 2 parts (59%) of 4-[5-(1H-imidazol-1-ylmethyl)-1H-benzimidazol-2-yl]benzoic acid dihydrochloride. monohydrate; mp. 288.2° C. (compound 259). Starting materials: N[C@]12[C@@H]([C@H]3CC[C@@H]4[C@]5(CC=C(C([C@@H]5CC[C@]4([C@@]3(CC1)C)C)(C)C)C1=CC=C(C(=O)OC)C=C1)C)[C@@H](CC2)C(=C)C (methyl 4-((1R,3aS,5aR,5bR,7aR,11aS,11bR,13aR,13bR)-3a-amino-5a,5b,8,8,11a-pentamethyl-1-(prop-1-en-2-yl)-2,3,3a,4,5,5a,5b,6,7,7a,8,11,11a,11b,12,13,13a,13b-octadecahydro-1H-cyclopenta[a]chrysen-9-yl)benzoate), carboxylic acid, amides, CC1N(CCCC1)CC(=O)O ((2-methylpiperidin-1-yl)acetic acid). Product: C[C@]12CC[C@@]3([C@@H]([C@H]2CC[C@@H]2[C@]4(CC=C(C([C@@H]4CC[C@@]12C)(C)C)C1=CC=C(C(=O)O)C=C1)C)[C@@H](CC3)C(=C)C)NC(CN3C(CCCC3)C)=O (4-((1R,3aS,5aR,5bR,7aR,11aS,11bR,13aR,13bR)-5a,5b,8,8,11a-pentamethyl-3a-(2-(2-methylpiperidin-1-yl)acetamido)-1-(prop-1-en-2-yl)-2,3,3a,4,5,5a,5b,6,7,7a,8,11,11a,11b,12,13,13a,13b-octadecahydro-1H-cyclopenta[a]chrysen-9-yl)benzoic acid). Reported procedure: The title compound was prepared from methyl 4-((1R,3aS,5aR,5bR,7aR,11aS,11bR,13aR,13bR)-3a-amino-5a,5b,8,8,11a-pentamethyl-1-(prop-1-en-2-yl)-2,3,3a,4,5,5a,5b,6,7,7a,8,11,11a,11b,12,13,13a,13b-octadecahydro-1H-cyclopenta[a]chrysen-9-yl)benzoate following the general procedure described for the parallel synthesis of C-17 amides above, using (2-methylpiperidin-1-yl)acetic acid as the reacting carboxylic acid. LCMS: m/e 669.7 (M+H)+, 4.73 min (method 3). Reaction SMILES: [NH2:1][C@:2]12[CH2:37][CH2:36][C@@H:35]([C:38]([CH3:40])=[CH2:39])[C@@H:3]1[C@@H:4]1[C@@:17]([CH3:20])([CH2:18][CH2:19]2)[C@@:16]2([CH3:21])[C@@H:7]([C@:8]3([CH3:34])[C@@H:13]([CH2:14][CH2:15]2)[C:12]([CH3:23])([CH3:22])[C:11]([C:24]2[CH:33]=[CH:32][C:27]([C:28]([O:30]C)=[O:29])=[CH:26][CH:25]=2)=[CH:10][CH2:9]3)[CH2:6][CH2:5]1.[CH3:41][CH:42]1[CH2:47][CH2:46][CH2:45][CH2:44][N:43]1[CH2:48][C:49]([OH:51])=O>>[CH3:20][C@:17]12[C@@:16]3([CH3:21])[C@@H:7]([C@:8]4([CH3:34])[C@@H:13]([CH2:14][CH2:15]3)[C:12]([CH3:22])([CH3:23])[C:11]([C:24]3[CH:33]=[CH:32][C:27]([C:28]([OH:30])=[O:29])=[CH:26][CH:25]=3)=[CH:10][CH2:9]4)[CH2:6][CH2:5][C@@H:4]1[C@H:3]1[C@H:35]([C:38]([CH3:40])=[CH2:39])[CH2:36][CH2:37][C@:2]1([NH:1][C:49](=[O:51])[CH2:48][N:43]1[CH2:44][CH2:45][CH2:46][CH2:47][CH:42]1[CH3:41])[CH2:19][CH2:18]2. The solvent is O1CCCC1 (tetrahydrofuran), CO (methanol), C(C)(=O)O (acetic acid), C(C)O (ethanol). Reported procedure: The protected 3-hydroxy-4-methoxy-benzaldehyde, anhydrous ethanol, benzyl amine and acetic acid were sequentially added into a three-necked flask, dissolved with stirring, and reacted at reflux. Subsequently, potassium carbonate, isonitrile and tetrahydrofuran were successively added. The mixture was reacted at 50° C. with stirring. After cooling, the ethanol was evaporated under reduced pressure. The residue was purified by silica gel column chromatography to give a solid. Then, the solid was s... The reagents and catalysts are [Pd] (palladium on carbon). Yields the product COC=1C=C(C=C(C1)OC)C=1N=CNC1C1=CC(=C(C=C1)OC)O (4-(3,5-dimethoxyphenyl)-5-(3-hydroxy-4-methoxyphenyl)-imidazole). Reaction SMILES: [OH:1][C:2]1[CH:3]=[C:4]([CH:7]=[CH:8][C:9]=1[O:10][CH3:11])[CH:5]=O.[CH2:12]([NH2:19])[C:13]1[CH:18]=[CH:17][CH:16]=[CH:15][CH:14]=1.[C:20](=[O:23])([O-])[O-].[K+].[K+].[N:26]#[C-:27].[CH:28]([O-:30])=O.[NH4+]>[Pd].CO.O1CCCC1.C(O)(=O)C.C(O)C>[CH3:28][O:30][C:15]1[CH:14]=[C:13]([C:12]2[N:19]=[CH:27][NH:26][C:5]=2[C:4]2[CH:7]=[CH:8][C:9]([O:10][CH3:11])=[C:2]([OH:1])[CH:3]=2)[CH:18]=[C:17]([O:23][CH3:20])[CH:16]=1 |f:2.3.4,6.7|. Reactants: C(=O)[O-].[NH4+] (ammonium formate), C([O-])([O-])=O.[K+].[K+] (potassium carbonate), N#[C-] (isonitrile), OC=1C=C(C=O)C=CC1OC (3-hydroxy-4-methoxy-benzaldehyde), C(C1=CC=CC=C1)N (benzyl amine).